From a dataset of the Open Reaction Database (ORD), a public repository of structured organic reaction records. describe an organic reaction: reactants, conditions, products, and yield Reactants: ClC1=CC=C(C=C1)C1=CC(=NO1)O (5-(p-Chlorophenyl)-3-hydroxyisoxazole), C(Cl)[C@H]1CO1 ((R)-(-)epichlorohydrin). Solvent: C1(=CC=CC=C1)C (toluene). Run at time 20 hour. The product is ClCC(CN1O[C@H](CC1=O)C1=CC=C(C=C1)Cl)O ((R)-2-(3-Chloro-2-hydroxypropyl)-5-(p-chlorophenyl)-isoxazolin-3-one). Yield: 72.3%. Reaction SMILES: [Cl:1][C:2]1[CH:7]=[CH:6][C:5]([C:8]2[O:12][N:11]=[C:10]([OH:13])[CH:9]=2)=[CH:4][CH:3]=1.[CH2:14]([C@@H:16]1[O:18][CH2:17]1)[Cl:15]>C1(C)C=CC=CC=1>[Cl:15][CH2:14][CH:16]([OH:18])[CH2:17][N:11]1[C:10](=[O:13])[CH2:9][C@H:8]([C:5]2[CH:4]=[CH:3][C:2]([Cl:1])=[CH:7][CH:6]=2)[O:12]1. Reported procedure: 5-(p-Chlorophenyl)-3-hydroxyisoxazole (80.0 g) was slowly added at 80° C. to a toluene solution (80 ml) of (R)-(-)epichlorohydrin (50.0 g), and the reaction solution was stirred for 20 hours at 80°-85° C. After cooling the reaction solution, the deposited crystalline precipitate was washed with cold toluene (200 ml) to give 85.8 g of the desired product. Product: ClC=1C=CC(=C(C(C2=C(C=CC=C2)OCC)O)C1)NCC(C)C (5-chloro-α-(2-ethoxyphenyl)-2-isobutylaminobenzyl alcohol). Run in C(C)O (ethanol). The reactants are ethyl ester, ClC1=CC(=C(C=C1)N(C(=O)C=CC(=O)O)CC(C)C)C(C1=C(C=CC=C1)OCC1=CC=CC=C1)O (3-[N-[4-chloro-2-[2-benzyloxy-α-hydroxybenzyl]phenyl]-N-isobutylcarbamoyl]acrylic acid). As a reaction SMILES: [Cl:1][C:2]1[CH:7]=[CH:6][C:5]([N:8]([CH2:16][CH:17]([CH3:19])[CH3:18])C(C=CC(O)=O)=O)=[C:4]([CH:20]([OH:35])[C:21]2[CH:26]=[CH:25][CH:24]=[CH:23][C:22]=2[O:27][CH2:28][C:29]2C=CC=CC=2)[CH:3]=1>C(O)C>[Cl:1][C:2]1[CH:7]=[CH:6][C:5]([NH:8][CH2:16][CH:17]([CH3:18])[CH3:19])=[C:4]([CH:3]=1)[CH:20]([OH:35])[C:21]1[CH:26]=[CH:25][CH:24]=[CH:23][C:22]=1[O:27][CH2:28][CH3:29]. Reported procedure: In 150 ml of ethanol was dissolved 6.0 g of ethyl ester of 3-[N-[4-chloro-2-[2-benzyloxy-α-hydroxybenzyl]phenyl]-N-isobutylcarbamoyl]acrylic acid, as obtained in (4), to which was added 3.18 g of potassium carbonate; the mixture was then stirred overnight. The solvent was distilled off under reduced pressure, and the residue was subjected to extraction with 150 ml of water and 200 ml of ethyl acetate. The ethyl acetate layer was washed with water and dried over anhydrous magnesium sulfate, then ...